Dataset: the Open Reaction Database (ORD), a public repository of structured organic reaction records. Task: describe an organic reaction: reactants, conditions, products, and yield Reactants: FC1=C(N(N=C1)C)C=1C=C(C=CC1OC)N (3-(4-Fluoro-2-methyl-2H-pyrazol-3-yl)-4-methoxy-phenylamine), FC(C1=CC=C(C=C1)N=C=O)(F)F (4-trifluoromethylphenylisocyanate). Product: FC1=C(N(N=C1)C)C=1C=C(C=CC1OC)NC(=O)NC1=CC=C(C=C1)C(F)(F)F (1-[3-(4-Fluoro-2-methyl-2H-pyrazol-3-yl)-4-methoxy-phenyl]-3-(4-trifluoromethyl-phenyl)-urea). Yield: 49.0%. As a reaction SMILES: [F:1][C:2]1[CH:6]=[N:5][N:4]([CH3:7])[C:3]=1[C:8]1[CH:9]=[C:10]([NH2:16])[CH:11]=[CH:12][C:13]=1[O:14][CH3:15].[F:17][C:18]([F:29])([F:28])[C:19]1[CH:24]=[CH:23][C:22]([N:25]=[C:26]=[O:27])=[CH:21][CH:20]=1>>[F:1][C:2]1[CH:6]=[N:5][N:4]([CH3:7])[C:3]=1[C:8]1[CH:9]=[C:10]([NH:16][C:26]([NH:25][C:22]2[CH:21]=[CH:20][C:19]([C:18]([F:17])([F:28])[F:29])=[CH:24][CH:23]=2)=[O:27])[CH:11]=[CH:12][C:13]=1[O:14][CH3:15]. Procedure: 3-(4-Fluoro-2-methyl-2H-pyrazol-3-yl)-4-methoxy-phenylamine was treated with 4-trifluoromethylphenylisocyanate, in a similar manner as described in Example 1.69, providing 24 mg (49% yield) of Compound 89: LCMS m/z (%)=409 (M+H, 100). 1H NMR (400 MHz, acetone-d6) δ: 8.56 (s, 1H), 8.29 (s, 1H), 7.75 (d, J=8.8 Hz, 2H), 7.65 (dd, J1=9.0 Hz, J2=2.6 Hz, 1H), 7.60 (d, J=8.4 Hz, 2H), 7.50 (d, J=2.4 Hz, 1H), 7.38 (d, JH,F=4.4 Hz, 1H), 7.14 (d, J=8.8 Hz, 1H), 3.84 (s, 3H), 3.65 (s, 3H). 19F NMR (376 MHz,... The reactants are Brc1cncc(C#Cc2ccccc2)c1, C1COCCO1, CNCCNC, CCOC(C)=O, [Cu]I, [I-], [Na+]. Yields the product Ic1cncc(C#Cc2ccccc2)c1. Reaction SMILES: [Br:1][c:2]1[cH:3][n:4][cH:5][c:6]([C:8]#[C:9][c:10]2[cH:11][cH:12][cH:13][cH:14][cH:15]2)[cH:7]1.[CH2:24]1[O:25][CH2:26][CH2:27][O:28][CH2:29]1.[CH3:18][NH:19][CH2:20][CH2:21][NH:22][CH3:23].[CH3:30][CH2:31][O:32][C:33](=[O:34])[CH3:35].[Cu:36][I:37].[I-:17].[Na+:16]>>[c:2]1([I:17])[cH:3][n:4][cH:5][c:6]([C:8]#[C:9][c:10]2[cH:11][cH:12][cH:13][cH:14][cH:15]2)[cH:7]1. Reactants: FC(C1=C(C(=CC=C1)C)S(=O)(=O)[O-])(F)F.[Na+] (sodium 2-trifluoromethyl-6-methylbenzenesulfonate), P(=O)(Cl)(Cl)Cl (phosphorous oxychloride), ice. The solvent is CCOCC (ether). Conditions: temperature 0 celsius, time 30 minute. The product is FC(C1=C(C(=CC=C1)C)S(=O)(=O)Cl)(F)F (2-trifluoromethyl-6-methylbenzenesulfonyl chloride). As a reaction SMILES: [F:1][C:2]([F:15])([F:14])[C:3]1[CH:8]=[CH:7][CH:6]=[C:5]([CH3:9])[C:4]=1[S:10]([O-])(=[O:12])=[O:11].[Na+].P(Cl)(Cl)([Cl:19])=O>CCOCC>[F:1][C:2]([F:15])([F:14])[C:3]1[CH:8]=[CH:7][CH:6]=[C:5]([CH3:9])[C:4]=1[S:10]([Cl:19])(=[O:12])=[O:11] |f:0.1|. Procedure: A mixture of 290 g of sodium 2-trifluoromethyl-6-methylbenzenesulfonate and 500 mL of phosphorous oxychloride was heated to reflux for 5 hours. The mixture was then cooled to 0° C. and poured into a large flask containing 2000 g of ice and 2 L of ether. After stirring for 30 minutes, the phases were separated and the organic phase washed with cold water, cold saturated aqueous sodium carbonate, and then brine. The solvent was removed in vacuo to yield 2-trifluoromethyl-6-methylbenzenesulfonyl ch...